This data is from the Open Reaction Database (ORD), a public repository of structured organic reaction records. The task is: describe an organic reaction: reactants, conditions, products, and yield Starting materials: ClC1=C(C=C(C=C1)C=1C(=NC=C(C(=O)O)C1)OCC(F)(F)F)F (5-(4-chloro-3-fluorophenyl)-6-(2,2,2-trifluoroethoxy)nicotinic acid), FC(C1=NOC(=N1)CN)(F)F (3-trifluoromethyl-[1,2,4]oxadiazol-5-methanamine). The product is ClC1=C(C=C(C=C1)C=1C(=NC=C(C(=O)NCC2=NC(=NO2)C(F)(F)F)C1)OCC(F)(F)F)F (5-(4-chloro-3-fluorophenyl)-6-(2,2,2-trifluoroethoxy)-N-((3-(trifluoromethyl)-1,2,4-oxadiazol-5-yl)methyl)nicotinamide). As a reaction SMILES: [Cl:1][C:2]1[CH:7]=[CH:6][C:5]([C:8]2[C:9]([O:17][CH2:18][C:19]([F:22])([F:21])[F:20])=[N:10][CH:11]=[C:12]([CH:16]=2)[C:13]([OH:15])=O)=[CH:4][C:3]=1[F:23].[F:24][C:25]([F:34])([F:33])[C:26]1[N:30]=[C:29]([CH2:31][NH2:32])[O:28][N:27]=1>>[Cl:1][C:2]1[CH:7]=[CH:6][C:5]([C:8]2[C:9]([O:17][CH2:18][C:19]([F:21])([F:20])[F:22])=[N:10][CH:11]=[C:12]([CH:16]=2)[C:13]([NH:32][CH2:31][C:29]2[O:28][N:27]=[C:26]([C:25]([F:34])([F:33])[F:24])[N:30]=2)=[O:15])=[CH:4][C:3]=1[F:23]. Reported procedure: The title compound was synthesized in analogy to Example 1 using 5-(4-chloro-3-fluorophenyl)-6-(2,2,2-trifluoroethoxy)nicotinic acid (example BR) and 3-trifluoromethyl-[1,2,4]oxadiazol-5-methanamine (example AK) as starting materials; LC-MS (UV peak area/ESI) 98.8%, 497.0260 (M+H)+. Reactants: N1(CCCC1)C(=O)C=1C=C(N)C=C(C1)C(=O)N1CCCC1 (3,5-Bis[(pyrrolidin-1-yl)carbonyl]aniline), ClC1=CC=NC2=CC(=CC=C12)Cl (4,7-dichloroquinoline), Cl (HCl). The solvent is C(C)O (ethanol). Yields the product N1(CCCC1)C(=O)C=1C=C(C=C(C1)C(=O)N1CCCC1)NC1=CC=NC2=CC(=CC=C12)Cl (N-{3,5-Bis[(pyrrolidin-1-yl)carbonyl]phenyl}-7-chloroquinolin-4-amine). Yield: 646.1%. Reaction SMILES: [N:1]1([C:6]([C:8]2[CH:9]=[C:10]([CH:12]=[C:13]([C:15]([N:17]3[CH2:21][CH2:20][CH2:19][CH2:18]3)=[O:16])[CH:14]=2)[NH2:11])=[O:7])[CH2:5][CH2:4][CH2:3][CH2:2]1.Cl[C:23]1[C:32]2[C:27](=[CH:28][C:29]([Cl:33])=[CH:30][CH:31]=2)[N:26]=[CH:25][CH:24]=1.Cl>C(O)C>[N:1]1([C:6]([C:8]2[CH:9]=[C:10]([NH:11][C:23]3[C:32]4[C:27](=[CH:28][C:29]([Cl:33])=[CH:30][CH:31]=4)[N:26]=[CH:25][CH:24]=3)[CH:12]=[C:13]([C:15]([N:17]3[CH2:18][CH2:19][CH2:20][CH2:21]3)=[O:16])[CH:14]=2)=[O:7])[CH2:5][CH2:4][CH2:3][CH2:2]1. Procedure details: 3,5-Bis[(pyrrolidin-1-yl)carbonyl]aniline (287 mg, 1.0 mmol) and 4,7-dichloroquinoline (198 mg, 1 eq) were refluxed in 20 mL of ethanol and 2 mL of HCl 1M for 12 h. The reaction mixture was then evaporated. The residue was purified by flash chromatography (DCM/MeOH//9/1) to yield expected compound as a yellow powder (2.90 g, 78% yield). m/z (ESI) 449.1 [M+H]+. Reactants: BrCC(=O)OCC (ethyl 2-bromoacetate), ClC=1C=NC=C(C1NC1=CC(OC2=C(C(=CC=C12)OC)O)=O)Cl (4-(3,5-dichloropyridin-4-ylamino)-8-hydroxy-7-methoxy-2H-chromen-2-one). The product is ClC=1C=NC=C(C1NC1=CC(OC2=C(C(=CC=C12)OC)OCC(=O)OCC)=O)Cl (Ethyl 2-(4-(3,5-dichloropyridin-4-ylamino)-7-methoxy-2-oxo-2H-chromen-8-yloxy)acetate). Reaction SMILES: Br[CH2:2][C:3]([O:5][CH2:6][CH3:7])=[O:4].[Cl:8][C:9]1[CH:10]=[N:11][CH:12]=[C:13]([Cl:30])[C:14]=1[NH:15][C:16]1[C:25]2[C:20](=[C:21]([OH:28])[C:22]([O:26][CH3:27])=[CH:23][CH:24]=2)[O:19][C:18](=[O:29])[CH:17]=1>>[Cl:8][C:9]1[CH:10]=[N:11][CH:12]=[C:13]([Cl:30])[C:14]=1[NH:15][C:16]1[C:25]2[C:20](=[C:21]([O:28][CH2:2][C:3]([O:5][CH2:6][CH3:7])=[O:4])[C:22]([O:26][CH3:27])=[CH:23][CH:24]=2)[O:19][C:18](=[O:29])[CH:17]=1. Reported procedure: The title compound was prepared from ethyl 2-bromoacetate and 4-(3,5-dichloropyridin-4-ylamino)-8-hydroxy-7-methoxy-2H-chromen-2-one (Example 29) following the procedure outlined in Example 25. 1H NMR (400 MHz, CDCl3): δ 8.61 (s, 2H), 7.43 (d, 1H), 6.98 (d, 1H), 6.60 (s, 1H), 5.12 (s, 1H), 4.84 (s, 2H), 4.28 (q, 2H), 3.99 (s, 3H), 1.31 (t, 3H); MS (ESI): 438.9. Reactants: [BH3-]C#N, [CH3], CO, COc1ccc(-n2nc(CCC=NO)cc2-c2ccc(Cl)cc2)cc1, Cl, [Na+]. The product is COc1ccc(-n2nc(CCCNO)cc2-c2ccc(Cl)cc2)cc1. Reaction SMILES: [C:27]([BH3-:28])#[N:29].[CH3:26].[CH3:32][OH:33].[Cl:1][c:2]1[cH:3][cH:4][c:5](-[c:8]2[cH:9][c:10]([CH2:21][CH2:22][CH:23]=[N:24][OH:25])[n:11][n:12]2-[c:13]2[cH:14][cH:15][c:16]([O:19][CH3:20])[cH:17][cH:18]2)[cH:6][cH:7]1.[ClH:31].[Na+:30]>>[Cl:1][c:2]1[cH:3][cH:4][c:5](-[c:8]2[cH:9][c:10]([CH2:21][CH2:22][CH2:23][NH:24][OH:25])[n:11][n:12]2-[c:13]2[cH:14][cH:15][c:16]([O:19][CH3:20])[cH:17][cH:18]2)[cH:6][cH:7]1. Starting materials: CCN(C(C)C)C(C)C, Clc1ccc(C(c2ccccc2)N2CCNCC2)cc1, O=S(=O)(CCCCCCCl)NCCCCO. Yields the product O=S(=O)(CCCCCCN1CCN(C(c2ccccc2)c2ccc(Cl)cc2)CC1)NCCCCO. Reaction SMILES: [CH2:37]([N:38]([CH:39]([CH3:40])[CH3:41])[CH:42]([CH3:43])[CH3:44])[CH3:45].[Cl:1][c:2]1[cH:3][cH:4][c:5]([CH:8]([N:9]2[CH2:10][CH2:11][NH:12][CH2:13][CH2:14]2)[c:15]2[cH:16][cH:17][cH:18][cH:19][cH:20]2)[cH:6][cH:7]1.[OH:21][CH2:22][CH2:23][CH2:24][CH2:25][NH:26][S:27](=[O:28])(=[O:29])[CH2:30][CH2:31][CH2:32][CH2:33][CH2:34][CH2:35][Cl:36]>>[Cl:1][c:2]1[cH:3][cH:4][c:5]([CH:8]([N:9]2[CH2:10][CH2:11][N:12]([CH2:35][CH2:34][CH2:33][CH2:32][CH2:31][CH2:30][S:27]([NH:26][CH2:25][CH2:24][CH2:23][CH2:22][OH:21])(=[O:28])=[O:29])[CH2:13][CH2:14]2)[c:15]2[cH:16][cH:17][cH:18][cH:19][cH:20]2)[cH:6][cH:7]1. Reactants: N(=O)OCCC(C)C (isoamyl nitrite), ICI (diiodomethane), cuprous iodide, NC1=NC(=C2N=C(N(C2=N1)C=1C=C(C#N)C=CC1)C1=CC(=CC=C1)F)Cl (3-[2-Amino-6-chloro-8-(3-fluorophenyl)-9H-9-purinyl]-benzonitrile). The solvent is O1CCCC1 (tetrahydrofuran). Product: ClC1=C2N=C(N(C2=NC(=N1)I)C=1C=C(C#N)C=CC1)C1=CC(=CC=C1)F (3-[6-chloro-8-(3-fluorophenyl)-2-iodo-9H-9-purinyl]benzonitrile). Isolated yield 50.0%. As a reaction SMILES: N[C:2]1[N:10]=[C:9]2[C:5]([N:6]=[C:7]([C:19]3[CH:24]=[CH:23][CH:22]=[C:21]([F:25])[CH:20]=3)[N:8]2[C:11]2[CH:12]=[C:13]([CH:16]=[CH:17][CH:18]=2)[C:14]#[N:15])=[C:4]([Cl:26])[N:3]=1.N(OCCC(C)C)=O.[I:35]CI>O1CCCC1>[Cl:26][C:4]1[N:3]=[C:2]([I:35])[N:10]=[C:9]2[C:5]=1[N:6]=[C:7]([C:19]1[CH:24]=[CH:23][CH:22]=[C:21]([F:25])[CH:20]=1)[N:8]2[C:11]1[CH:12]=[C:13]([CH:16]=[CH:17][CH:18]=1)[C:14]#[N:15]. Procedure: 3-[2-Amino-6-chloro-8-(3-fluorophenyl)-9H-9-purinyl]-benzonitrile (2.6 g) was dissolved in 105 ml of tetrahydrofuran, then 2.9 ml of isoamyl nitrite, 5.8 ml of diiodomethane and 1.37 g of cuprous iodide were added thereto and the mixture was heated under reflux for 1 hour. After the resulting mixture was cooled to room temperature, it was filtered to remove unnecessary substances and washed with 100 ml of ethyl acetate. The filtrate was concentrated to dryness and purified by a silica gel column...